Dataset: the Open Reaction Database (ORD), a public repository of structured organic reaction records. Task: describe an organic reaction: reactants, conditions, products, and yield Starting materials: COC1=CC=C2C=C(N(C2=C1)C(CC)CC)C=O (6-methoxy-1-3-pentyl-2-indolecarboxaldehyde), C(=O)(OC)C=P(C1=CC=CC=C1)(C1=CC=CC=C1)C1=CC=CC=C1 ((carbomethoxymethylene)triphenylphosphorane). Run in ClCCl (dichloromethane). Yields the product COC(\C=C\C=1N(C2=CC(=CC=C2C1CCCCC)OC)C)=O ((E)-3-(6-methoxy-1-methyl-3-pentylindol-2-yl)-2-propenoic acid methyl ester). Isolated yield 207.4%. Reaction SMILES: [CH3:1][O:2][C:3]1[CH:11]=[C:10]2[C:6]([CH:7]=[C:8]([CH:17]=O)[N:9]2[CH:12](CC)CC)=[CH:5][CH:4]=1.[C:19]([CH:23]=P(C1C=CC=CC=1)(C1C=CC=CC=1)C1C=CC=CC=1)([O:21][CH3:22])=[O:20]>ClCCl>[CH3:22][O:21][C:19](=[O:20])/[CH:23]=[CH:17]/[C:8]1[N:9]([CH3:12])[C:10]2[C:6]([C:7]=1[CH2:5][CH2:4][CH2:3][CH2:11][CH3:10])=[CH:5][CH:4]=[C:3]([O:2][CH3:1])[CH:11]=2. Procedure: As in Example 111, 6-methoxy-1-3-pentyl-2-indolecarboxaldehyde (1.5 g) and (carbomethoxymethylene)triphenylphosphorane (2.13 g) in dichloromethane (25 mL) was stirred at room temperature for 17 hours. Work up of the reaction in the usual way afforded 2 g of (E)-3-(6-methoxy-1-methyl-3-pentylindol-2-yl)-2-propenoic acid methyl ester as an oil. Starting materials: CC1(SCCN1)C(=O)O (2-methyl-thiazolidin-2-carboxylic acid), CN=C=O (methyl isocyanate). The product is CN1C(N2C(SCC2)(C1=O)C)=O (6,7a-dimethyl-perhydro-imidazo-[5,1-b]-thiazol-5,7-dione). As a reaction SMILES: [CH3:1][C:2]1([C:7]([OH:9])=O)[NH:6][CH2:5][CH2:4][S:3]1.[CH3:10][N:11]=[C:12]=[O:13]>>[CH3:10][N:11]1[C:7](=[O:9])[C:2]2([CH3:1])[S:3][CH2:4][CH2:5][N:6]2[C:12]1=[O:13]. Procedure details: By operating in like manner as is described in Example 1 and by starting from 2-methyl-thiazolidin-2-carboxylic acid and methyl isocyanate, the desired product was obtained as a white solid having a melting point of 67°-68° C. The reactants are C(CCC)N=C=O (butyl isocyanate), C(CC)N(C1CC2=C(C=CC=C2CC1)OCCN)CCC (2-dipropylamino-8-(2-aminoethoxy)-1,2,3,4-tetrahydronaphthalene). The reagents and catalysts are C(C)N(CC)CC (triethylamine). Solvent: C1(=CC=CC=C1)C (toluene). Run at time 2 hour. Yields the product C(CC)N(C1CC2=C(C=CC=C2CC1)OCCNC(=O)NCCCC)CCC (2-Dipropylamino-8-[2-(3-butylureido)ethoxy]-1,2,3,4-tetrahydronaphthalene). Reaction SMILES: [CH2:1]([N:4]([CH2:19][CH2:20][CH3:21])[CH:5]1[CH2:14][CH2:13][C:12]2[C:7](=[C:8]([O:15][CH2:16][CH2:17][NH2:18])[CH:9]=[CH:10][CH:11]=2)[CH2:6]1)[CH2:2][CH3:3].[CH2:22]([N:26]=[C:27]=[O:28])[CH2:23][CH2:24][CH3:25]>C(N(CC)CC)C.C1(C)C=CC=CC=1>[CH2:19]([N:4]([CH2:1][CH2:2][CH3:3])[CH:5]1[CH2:14][CH2:13][C:12]2[C:7](=[C:8]([O:15][CH2:16][CH2:17][NH:18][C:27]([NH:26][CH2:22][CH2:23][CH2:24][CH3:25])=[O:28])[CH:9]=[CH:10][CH:11]=2)[CH2:6]1)[CH2:20][CH3:21]. Procedure: 1.45 g (5 mmol) of 2-dipropylamino-8-(2-aminoethoxy)-1,2,3,4-tetrahydronaphthalene were initially introduced into 25 ml of toluene. The reaction was catalyzed using 3 drops of triethylamine, and 0.63 ml (5.5 mmol) of butyl isocyanate was then added dropwise. The mixture was stirred for 2 h at room temperature. The mixture was evaporated to dryness, and the residue was crystallized from petroleum ether/diisopropyl ether.